describe an organic reaction: reactants, conditions, products, and yield From a dataset of the Open Reaction Database (ORD), a public repository of structured organic reaction records. The reactants are Cc1ccc2c(c1)c1c(n2CC(=O)O)CCN(C)C1, CN1CCNCC1, CN(C)c1ccncc1, O=C(Cl)C(=O)Cl, ClCCl. The product is Cc1ccc2c(c1)c1c(n2CC(=O)N2CCN(C)CC2)CCN(C)C1. As a reaction SMILES: [CH3:1][N:2]1[CH2:3][c:4]2[c:5]([n:6]([CH2:14][C:15](=[O:16])[OH:17])[c:7]3[cH:8][cH:9][c:10]([CH3:13])[cH:11][c:12]23)[CH2:18][CH2:19]1.[CH3:26][N:27]1[CH2:28][CH2:29][NH:30][CH2:31][CH2:32]1.[CH3:36][N:37]([c:38]1[cH:39][cH:40][n:41][cH:42][cH:43]1)[CH3:44].[Cl:20][C:21]([C:22]([Cl:23])=[O:24])=[O:25].[Cl:33][CH2:34][Cl:35]>>[CH3:1][N:2]1[CH2:3][c:4]2[c:5]([n:6]([CH2:14][C:15](=[O:16])[N:30]3[CH2:29][CH2:28][N:27]([CH3:26])[CH2:32][CH2:31]3)[c:7]3[cH:8][cH:9][c:10]([CH3:13])[cH:11][c:12]23)[CH2:18][CH2:19]1. Reactants: FC(OC=1C=C(C=CC1OC(F)F)C(CC1=CC=[N+](C=C1)[O-])C=1C=NC(=CC1)OC1=CC=C(C=C1)OC(F)(F)F)F (4-{2-[3,4-Bis(difluoromethoxy)phenyl]-2-{6-[4-(trifluoromethoxy)phenoxy]-3-pyridyl}ethyl}pyridine-N-oxide), C(Cl)Cl (CH2Cl2), C1=CC=C(C(=C1)C(=O)[O-])C(=O)O[O-].[Mg+2] (MMPP). Run in CO (MeOH). Conditions: time 24 hour. The product is FC(OC=1C=C(C=CC1OC(F)F)C(CC1=CC=[N+](C=C1)[O-])C=1C=NC(=CC1)OC1=CC=C(C=C1)C(=O)OC)F (4-{2-[3,4-BIS(DIFLUOROMETHOXY)PHENYL]-2-{6-[4-(METHOXYCARBONYL)PHENOXY]-3-PYRIDYL}ETHYL}PYRIDINE-N-OXIDE). The yield is 71.0%. Reaction SMILES: [F:1][CH:2]([F:41])[O:3][C:4]1[CH:5]=[C:6]([CH:14]([C:23]2[CH:24]=[N:25][C:26]([O:29][C:30]3[CH:35]=[CH:34][C:33](OC(F)(F)F)=[CH:32][CH:31]=3)=[CH:27][CH:28]=2)[CH2:15][C:16]2[CH:21]=[CH:20][N+:19]([O-:22])=[CH:18][CH:17]=2)[CH:7]=[CH:8][C:9]=1[O:10][CH:11]([F:13])[F:12].C1C=C(C([O-])=O)C([C:51]([O:53][O-])=[O:52])=CC=1.[Mg+2].[CH2:56](Cl)Cl>CO>[F:41][CH:2]([F:1])[O:3][C:4]1[CH:5]=[C:6]([CH:14]([C:23]2[CH:24]=[N:25][C:26]([O:29][C:30]3[CH:31]=[CH:32][C:33]([C:51]([O:53][CH3:56])=[O:52])=[CH:34][CH:35]=3)=[CH:27][CH:28]=2)[CH2:15][C:16]2[CH:17]=[CH:18][N+:19]([O-:22])=[CH:20][CH:21]=2)[CH:7]=[CH:8][C:9]=1[O:10][CH:11]([F:12])[F:13] |f:1.2|. Procedure: To a solution of 4-{2-[3,4-bis(difluoromethoxy)phenyl]-2-{6-[4-(methoxycarbonyl)phenoxy]-3-pyridyl}ethyl}pyridine from Example 1 (249 mg, 0.46 mmol) in a mixture of 5 mL of CH2Cl2 and 0.5 mL of MeOH, was added MMPP (171 mg, 0.28 mmol) in one portion. The mixture was stirred 24 h at room temperature, quenched with a saturated aqueous NaHCO3 solution and diluted with CH2Cl2. The organic layer was washed with brine, dried over MgSO4 and concentrated under reduced pressure. The residue was purified ... The reactants are C#C (Acetylene), C(C)(C)(C)O[K] (tBuOK), C1CCC2CC(=O)CCC2C1 (2-Decalone). Solvent: C1CCOC1 (THF). Run at time 3.5 hour. Product: C(#C)C1(CC2CCCCC2CC1)O (2-ethynyldecahydro-naphthalen-2-ol). Isolated yield 85.5%. As a reaction SMILES: C#C.[C:3](O[K])(C)(C)[CH3:4].[CH2:9]1[CH2:19][CH:18]2[CH:12]([CH2:13][C:14]([CH2:16][CH2:17]2)=[O:15])[CH2:11][CH2:10]1>C1COCC1>[C:3]([C:14]1([OH:15])[CH2:16][CH2:17][CH:18]2[CH:12]([CH2:11][CH2:10][CH2:9][CH2:19]2)[CH2:13]1)#[CH:4]. Procedure details: Acetylene was bubbled for 4 hours through a mixture of tBuOK (95.8 g, 0.85 mol) in THF (11) at 0° C. 2-Decalone (100 g, 0,66 mol) was added slowly at RT to the slightly yellow suspension and the resulting mixture was stirred for additional 3.5 hours, quenched with saturated NH4Cl (500 ml) solution, and extracted with MTBE (2×700 ml). The combined organic phases were washed with NH4Cl (500 ml), H2O (2×500 ml), saturated NaCl (500 ml) solution until neutral pH was achieved, dried (MgSO4), and conc... Reactants: COC(=O)c1cccc(Cl)c1CBr, CC(C)C[Al+]CC(C)C, CCCCCC, COC(C)(C)C, ClCCl, [H-]. Product: OCc1cccc(Cl)c1CBr. As a reaction SMILES: [Br:4][CH2:5][c:6]1[c:7]([C:8](=[O:9])[O:10][CH3:11])[cH:12][cH:13][cH:14][c:15]1[Cl:16].[CH2:24]([Al+:25][CH2:26][CH:27]([CH3:28])[CH3:29])[CH:30]([CH3:31])[CH3:32].[CH3:17][CH2:18][CH2:19][CH2:20][CH2:21][CH3:22].[CH3:33][O:34][C:35]([CH3:36])([CH3:37])[CH3:38].[Cl:1][CH2:2][Cl:3].[H-:23]>>[Br:4][CH2:5][c:6]1[c:7]([CH2:8][OH:9])[cH:12][cH:13][cH:14][c:15]1[Cl:16]. Starting materials: O (water), Cl.CC=1[N+](=C(OC1C)C1=CC=C(C=C1)C(F)(F)F)[O-] (4,5-dimethyl-2-(4-trifluoromethylphenyl)-oxazole 3-oxide hydrochloride), O (water), O=P(Cl)(Cl)Cl (POCl3). The solvent is C(C)#N (acetonitrile). Reaction conditions: time 15 minute. Yields the product ClCC=1N=C(OC1C)C1=CC=C(C=C1)C(F)(F)F (4-chloromethyl-5-methyl-2-[4-(trifluoromethyl)phenyl]-oxazole). Isolated yield 85.4%. Reaction SMILES: Cl.[CH3:2][C:3]1[N+:4]([O-])=[C:5]([C:9]2[CH:14]=[CH:13][C:12]([C:15]([F:18])([F:17])[F:16])=[CH:11][CH:10]=2)[O:6][C:7]=1[CH3:8].O=P(Cl)(Cl)[Cl:22].O>C(#N)C>[Cl:22][CH2:2][C:3]1[N:4]=[C:5]([C:9]2[CH:14]=[CH:13][C:12]([C:15]([F:18])([F:17])[F:16])=[CH:11][CH:10]=2)[O:6][C:7]=1[CH3:8] |f:0.1|. Procedure details: The suspension of the title A compound, 4,5-dimethyl-2-(4-trifluoromethylphenyl)-oxazole 3-oxide hydrochloride (500 g, 1.70 mol) in 4.06 L of acetonitrile is stirred for 15 minutes at room temperature, then cooled to 10° C. 491 g (3.17 mol) of POCl3 are added at 15° C. over a period of 30 minutes. The suspension is stirred at room temperature for 16 hours, and the mixture is cooled to 10° C., and 6 L of water are added into the reaction mixture slowly (first 400 mL of water addition is very exot... Reactants: CNC1CCCCC1 (N-methyl-cyclohexylamine), ClC1=CC(=CC=2N1N=C(N2)N)C=2C=NC=CC2 (5-chloro-7-pyridin-3-yl-[1,2,4]triazolo[1,5-a]pyridin-2-ylamine). The product is C1(CCCCC1)N(C1=CC(=CC=2N1N=C(N2)N)C=2C=NC=CC2)C (N5-cyclohexyl-N5-methyl-7-pyridin-3-yl-[1,2,4]triazolo[1,5-a]pyridine-2,5-diamine). Reaction SMILES: [CH3:1][NH:2][CH:3]1[CH2:8][CH2:7][CH2:6][CH2:5][CH2:4]1.Cl[C:10]1[N:15]2[N:16]=[C:17]([NH2:19])[N:18]=[C:14]2[CH:13]=[C:12]([C:20]2[CH:21]=[N:22][CH:23]=[CH:24][CH:25]=2)[CH:11]=1>>[CH:3]1([N:2]([CH3:1])[C:10]2[N:15]3[N:16]=[C:17]([NH2:19])[N:18]=[C:14]3[CH:13]=[C:12]([C:20]3[CH:21]=[N:22][CH:23]=[CH:24][CH:25]=3)[CH:11]=2)[CH2:8][CH2:7][CH2:6][CH2:5][CH2:4]1. Reported procedure: A mixture of N-methyl-cyclohexylamine (4 mL) and 5-chloro-7-pyridin-3-yl-[1,2,4]triazolo[1,5-a]pyridin-2-ylamine, which may be produced as in Example 1A, (300 mg, 1.22 mmol) was microwaved at 200° C. for 3 h. On cooling, the product was triturated with toluene/cyclohexane then taken up in CH2Cl2 and washed with aqueous Na2CO3. The organic layer was separated, dried (MgSO4), and concentrated to produce N5-cyclohexyl-N5-methyl-7-pyridin-3-yl-[1,2,4]triazolo[1,5-a]pyridine-2,5-diamine. MS m/z 323 (... Starting materials: COCCN1CCC2=C(CC1)C=C(C=C2)N (3-(2-Methoxy-ethyl)-2,3,4,5-tetrahydro-1H-benzo[d]azepin-7-ylamine), ClC1=NC=C(C(=N1)NC1=C(C(=O)NC)C=C(C=C1F)F)Cl (2-(2,5-Dichloro-pyrimidin-4-ylamino)-3,5-difluoro-N-methyl-benzamide). The product is ClC=1C(=NC(=NC1)NC1=CC2=C(CCN(CC2)CCOC)C=C1)NC1=C(C(=O)NC)C=C(C=C1F)F (2-{5-Chloro-2-[3-(2-methoxy-ethyl)-2,3,4,5-tetrahydro-1H-3-benzazepin-7-ylamino]-pyrimidin-4-ylamino}-3,5-difluoro-N-methyl-benzamide), solid. The yield is 58.0%. Reaction SMILES: [CH3:1][O:2][CH2:3][CH2:4][N:5]1[CH2:11][CH2:10][C:9]2[CH:12]=[C:13]([NH2:16])[CH:14]=[CH:15][C:8]=2[CH2:7][CH2:6]1.Cl[C:18]1[N:23]=[C:22]([NH:24][C:25]2[C:34]([F:35])=[CH:33][C:32]([F:36])=[CH:31][C:26]=2[C:27]([NH:29][CH3:30])=[O:28])[C:21]([Cl:37])=[CH:20][N:19]=1>>[Cl:37][C:21]1[C:22]([NH:24][C:25]2[C:34]([F:35])=[CH:33][C:32]([F:36])=[CH:31][C:26]=2[C:27]([NH:29][CH3:30])=[O:28])=[N:23][C:18]([NH:16][C:13]2[CH:14]=[CH:15][C:8]3[CH2:7][CH2:6][N:5]([CH2:4][CH2:3][O:2][CH3:1])[CH2:11][CH2:10][C:9]=3[CH:12]=2)=[N:19][CH:20]=1. Procedure: 2-{5-Chloro-2-[3-(2-methoxy-ethyl)-2,3,4,5-tetrahydro-1H-3-benzazepin-7-ylamino]-pyrimidin-4-ylamino}-3,5-difluoro-N-methyl-benzamide was prepared from 3-(2-Methoxy-ethyl)-2,3,4,5-tetrahydro-1H-benzo[d]azepin-7-ylamine and 2-(2,5-Dichloro-pyrimidin-4-ylamino)-3,5-difluoro-N-methyl-benzamide in an analogous manner to Example 1221d. Title compound was isolated as a white solid (91 mg, 58%). HPLC purity 99%, LCMS 517.14 (M+H), 1H-NMR (DMSO-D6, 400 MHZ) Δ 9.66 (s, 1H), 9.33 (s, 1H), 9.01 (s, 1H), 8.... Reactants: O=C(Cc1ccc(Cl)cc1)c1ccc(Cl)cc1Cl, ClCCCl, O=[Cr](=O)([O-])Cl, c1ccncc1, c1cc[nH+]cc1. The product is O=C(C(=O)c1ccc(Cl)cc1Cl)c1ccc(Cl)cc1. As a reaction SMILES: [Cl:1][c:2]1[cH:3][cH:4][c:5]([CH2:8][C:9](=[O:10])[c:11]2[c:12]([Cl:18])[cH:13][c:14]([Cl:17])[cH:15][cH:16]2)[cH:6][cH:7]1.[Cl:36][CH2:37][CH2:38][Cl:39].[O:19]=[Cr:20]([Cl:21])([O-:22])=[O:23].[cH:30]1[cH:31][cH:32][n:33][cH:34][cH:35]1.[nH+:24]1[cH:25][cH:26][cH:27][cH:28][cH:29]1>>[Cl:1][c:2]1[cH:3][cH:4][c:5]([C:8]([C:9](=[O:10])[c:11]2[c:12]([Cl:18])[cH:13][c:14]([Cl:17])[cH:15][cH:16]2)=[O:19])[cH:6][cH:7]1.